Dataset: the Open Reaction Database (ORD), a public repository of structured organic reaction records. Task: describe an organic reaction: reactants, conditions, products, and yield As a reaction SMILES: C[N:2](C)/[CH:3]=[CH:4]/[C:5]([C:7]1[C:12](=[O:13])[CH:11]=[CH:10][N:9]([C:14]2[CH:19]=[CH:18][CH:17]=[C:16]([S:20]([CH3:23])(=[O:22])=[O:21])[CH:15]=2)[N:8]=1)=O.[NH:25]([C:27]1[CH:35]=[CH:34][CH:33]=[CH:32][C:28]=1[C:29]([OH:31])=[O:30])N>>[CH3:23][S:20]([C:16]1[CH:15]=[C:14]([N:9]2[CH:10]=[CH:11][C:12](=[O:13])[C:7]([C:5]3[N:25]([C:27]4[CH:35]=[CH:34][CH:33]=[CH:32][C:28]=4[C:29]([OH:31])=[O:30])[N:2]=[CH:3][CH:4]=3)=[N:8]2)[CH:19]=[CH:18][CH:17]=1)(=[O:22])=[O:21]. Yields the product CS(=O)(=O)C=1C=C(C=CC1)N1N=C(C(C=C1)=O)C1=CC=NN1C1=C(C(=O)O)C=CC=C1 (2-{5-[1-(3-Methanesulfonyl-phenyl)-4-oxo-1,4-dihydro-pyridazin-3-yl]-pyrazol-1-yl}-benzoic acid). The reactants are CN(/C=C/C(=O)C1=NN(C=CC1=O)C1=CC(=CC=C1)S(=O)(=O)C)C (3-((E)-3-dimethylamino-acryloyl)-1-(3-methansulfonyl-phenyl)-1H-pyridazin-4-one), N(N)C1=C(C(=O)O)C=CC=C1 (2-hydrazino-benzoic acid). Procedure: Reaction of 3-((E)-3-dimethylamino-acryloyl)-1-(3-methansulfonyl-phenyl)-1H-pyridazin-4-one (A-7) and 2-hydrazino-benzoic acid according to example 43 gave the desired product. MS: M=437.0 (M+H)+